This data is from the Open Reaction Database (ORD), a public repository of structured organic reaction records. The task is: describe an organic reaction: reactants, conditions, products, and yield Starting materials: C1CCC2=NCCCN2CC1, O=CC1CC1, ClCCl, O=Nc1ccccc1. The product is O=C(C1CC1)N(O)c1ccccc1. RXN SMILES: [CH2:1]1[CH2:2][CH2:3][C:4]2=[N:9][CH2:8][CH2:7][CH2:6][N:5]2[CH2:10][CH2:11]1.[CH:12]1([CH:15]=[O:16])[CH2:13][CH2:14]1.[Cl:25][CH2:26][Cl:27].[O:17]=[N:18][c:19]1[cH:20][cH:21][cH:22][cH:23][cH:24]1>>[CH:12]1([C:15](=[O:16])[N:18]([OH:17])[c:19]2[cH:20][cH:21][cH:22][cH:23][cH:24]2)[CH2:13][CH2:14]1. The reactants are C1CCOC1, O=C(O)c1ccc([N+](=O)[O-])cc1, CC(C)OC(=O)N=NC(=O)OC(C)C, CN(C)C=O, CC(C)(C)OC(=O)NC1CCC(C(N)=O)CC1O, c1ccc(P(c2ccccc2)c2ccccc2)cc1. Yields the product CC(C)(C)OC(=O)NC1CCC(C(N)=O)CC1OC(=O)c1ccc([N+](=O)[O-])cc1. Reaction SMILES: [CH2:64]1[O:65][CH2:66][CH2:67][CH2:68]1.[N+:19](=[O:20])([O-:21])[c:22]1[cH:23][cH:24][c:25]([C:26](=[O:27])[OH:28])[cH:29][cH:30]1.[O:50]=[C:51]([O:52][CH:53]([CH3:54])[CH3:55])[N:56]=[N:57][C:58]([O:59][CH:60]([CH3:61])[CH3:62])=[O:63].[O:69]=[CH:70][N:71]([CH3:72])[CH3:73].[OH:1][CH:2]1[CH2:3][CH:4]([C:16](=[O:17])[NH2:18])[CH2:5][CH2:6][CH:7]1[NH:8][C:9](=[O:10])[O:11][C:12]([CH3:13])([CH3:14])[CH3:15].[c:31]1([P:32]([c:33]2[cH:34][cH:35][cH:36][cH:37][cH:38]2)[c:39]2[cH:40][cH:41][cH:42][cH:43][cH:44]2)[cH:45][cH:46][cH:47][cH:48][cH:49]1>>[O:1]([CH:2]1[CH2:3][CH:4]([C:16](=[O:17])[NH2:18])[CH2:5][CH2:6][CH:7]1[NH:8][C:9](=[O:10])[O:11][C:12]([CH3:13])([CH3:14])[CH3:15])[C:26]([c:25]1[cH:24][cH:23][c:22]([N+:19](=[O:20])[O-:21])[cH:30][cH:29]1)=[O:27]. Reactants: COc1ccc(Cn2ncc3c(N4CCN(C(=O)OC(C)(C)C)CC4)c(-c4ccccc4)cnc32)cc1, ClCCl, O=C(O)C(F)(F)F, [Li+], [OH-]. The product is CC(C)(C)OC(=O)N1CCN(c2c(-c3ccccc3)cnc3[nH]ncc23)CC1. RXN SMILES: [CH3:8][O:9][c:10]1[cH:11][cH:12][c:13]([CH2:14][n:15]2[n:16][cH:17][c:18]3[c:19]2[n:20][cH:21][c:22](-[c:37]2[cH:38][cH:39][cH:40][cH:41][cH:42]2)[c:23]3[N:24]2[CH2:25][CH2:26][N:27]([C:30](=[O:31])[O:32][C:33]([CH3:34])([CH3:35])[CH3:36])[CH2:28][CH2:29]2)[cH:43][cH:44]1.[Cl:47][CH2:48][Cl:49].[F:1][C:2]([F:3])([F:4])[C:5]([OH:6])=[O:7].[Li+:46].[OH-:45]>>[nH:15]1[n:16][cH:17][c:18]2[c:19]1[n:20][cH:21][c:22](-[c:37]1[cH:38][cH:39][cH:40][cH:41][cH:42]1)[c:23]2[N:24]1[CH2:25][CH2:26][N:27]([C:30](=[O:31])[O:32][C:33]([CH3:34])([CH3:35])[CH3:36])[CH2:28][CH2:29]1.